This data is from the Open Reaction Database (ORD), a public repository of structured organic reaction records. The task is: describe an organic reaction: reactants, conditions, products, and yield The reactants are Cl, C1CCOC1, CC(C(=O)O)c1ccc2oc(-c3ccccc3)nc2c1. The product is CC(CO)c1ccc2oc(-c3ccccc3)nc2c1. Reaction SMILES: [ClH:21].[O:22]1[CH2:23][CH2:24][CH2:25][CH2:26]1.[c:1]1(-[c:7]2[o:8][c:9]3[c:10]([n:11]2)[cH:12][c:13]([CH:16]([C:17](=[O:18])[OH:19])[CH3:20])[cH:14][cH:15]3)[cH:2][cH:3][cH:4][cH:5][cH:6]1>>[c:1]1(-[c:7]2[o:8][c:9]3[c:10]([n:11]2)[cH:12][c:13]([CH:16]([CH2:17][OH:18])[CH3:20])[cH:14][cH:15]3)[cH:2][cH:3][cH:4][cH:5][cH:6]1.